The task is: describe an organic reaction: reactants, conditions, products, and yield. This data is from the Open Reaction Database (ORD), a public repository of structured organic reaction records. Procedure details: The title compound was prepared as a white powder in 10.9% yield in a similar procedure to that described in Example 1 by using 7-chloro-1-(2-chloro-2-propenyl)-2,3-dimethylpyrrolo[2,3-d]pyridazine and benzyl alcohol. RXN SMILES: Cl[C:2]1[N:3]=[N:4][CH:5]=[C:6]2[C:10]([CH3:11])=[C:9]([CH3:12])[N:8]([CH2:13][C:14]([Cl:16])=[CH2:15])[C:7]=12.[CH2:17]([OH:24])[C:18]1[CH:23]=[CH:22][CH:21]=[CH:20][CH:19]=1>>[CH2:17]([O:24][C:2]1[N:3]=[N:4][CH:5]=[C:6]2[C:10]([CH3:11])=[C:9]([CH3:12])[N:8]([CH2:13][C:14]([Cl:16])=[CH2:15])[C:7]=12)[C:18]1[CH:23]=[CH:22][CH:21]=[CH:20][CH:19]=1. Product: C(C1=CC=CC=C1)OC=1N=NC=C2C1N(C(=C2C)C)CC(=C)Cl (7-Benzyloxy-1-(2-chloro-2-propenyl)-2,3-dimethylpyrrolo[2,3-d]pyridazine). Reactants: ClC=1N=NC=C2C1N(C(=C2C)C)CC(=C)Cl (7-chloro-1-(2-chloro-2-propenyl)-2,3-dimethylpyrrolo[2,3-d]pyridazine), C(C1=CC=CC=C1)O (benzyl alcohol). Yield: 10.9%. Reactants: [H-].[Na+] (Sodium hydride), C(CCC)N(C(C1=C(C(=CC=C1)F)F)=O)CC1=NC2=C(N1)C=CC=C2 (N-butyl-N-(1H-benzoimidazol-2-ylmethyl)-2,3-difluorobenzamide), ClC\C=C/CCl (Cis-1,4-Dichloro-2-butene). Run in C(C)(=O)OCC (ethyl acetate), CC(=O)N(C)C (dimethylacetamide). Conditions: time 5 minute. Yields the product FC1=C(C(=O)N(C(C2=NC3=C(N2)C=CC=C3)CC=CCCl)CCCC)C=CC=C1F (2,3-difluoro-N-butyl-N-[(4-chlorobut-2-enyl)-1H-benzoimidazol-2-ylmethyl]-benzamide). As a reaction SMILES: [CH2:1]([N:5]([CH2:16][C:17]1[NH:21][C:20]2[CH:22]=[CH:23][CH:24]=[CH:25][C:19]=2[N:18]=1)[C:6](=[O:15])[C:7]1[CH:12]=[CH:11][CH:10]=[C:9]([F:13])[C:8]=1[F:14])[CH2:2][CH2:3][CH3:4].[H-].[Na+].[Cl:28][CH2:29]/[CH:30]=[CH:31]\[CH2:32]Cl>CC(N(C)C)=O.C(OCC)(=O)C>[F:14][C:8]1[C:9]([F:13])=[CH:10][CH:11]=[CH:12][C:7]=1[C:6]([N:5]([CH2:1][CH2:2][CH2:3][CH3:4])[CH:16]([CH2:32][CH:31]=[CH:30][CH2:29][Cl:28])[C:17]1[NH:18][C:19]2[CH:25]=[CH:24][CH:23]=[CH:22][C:20]=2[N:21]=1)=[O:15] |f:1.2|. Procedure details: N-butyl-N-(1H-benzoimidazol-2-ylmethyl)-2,3-difluorobenzamide (226 mg, 0.66 mmol) was dissolved in 3 mL dimethylacetamide at room temperature. Sodium hydride (29 mg, 0.72 mmol, 60% oil dispersion) was added and the reaction mixture stirred 5 minutes. Cis-1,4-Dichloro-2-butene was added and the reaction mixture stirred 90 minutes. The reaction mixture was diluted with 10 mL ethyl acetate, placed in a separatory funnel and washed 1×10 mL H2O then 1×10 mL brine. The organic phase was dried over MgS... The reactants are [C@@H]1(C[C@H](O)[C@@H](CO)O1)N1C(=O)NC(=O)C(C)=C1 (thymidine), [N+](=O)([O-])C1=C(C=CC=C1)C(CS(=O)(=O)Cl)C (2-(2-nitrophenyl)propylsulfonyl chloride), 61, N1=CC=CC=C1 (pyridine), N1=CC=CC=C1 (pyridine). The solvent is C(Cl)Cl (CH2Cl2), C(Cl)Cl (CH2Cl2), O (H2O). Run at temperature -15 celsius, time 4 hour. Yields the product [N+](=O)([O-])C1=C(C=CC=C1)C(CS(=O)(=O)OC[C@@H]1[C@H](C[C@@H](O1)N1C(=O)NC(=O)C(C)=C1)O)C (5'-O-[2-(2-nitrophenyl)propyl-sulfonyl]-thymidine). The yield is 62.1%. Reaction SMILES: [C@@H:1]1([N:9]2[CH:17]=[C:15]([CH3:16])[C:13](=[O:14])[NH:12][C:10]2=[O:11])[O:8][C@H:5]([CH2:6][OH:7])[C@@H:3]([OH:4])[CH2:2]1.N1C=CC=CC=1.[N+:24]([C:27]1[CH:32]=[CH:31][CH:30]=[CH:29][C:28]=1[CH:33]([CH3:39])[CH2:34][S:35](Cl)(=[O:37])=[O:36])([O-:26])=[O:25]>C(Cl)Cl.O>[N+:24]([C:27]1[CH:32]=[CH:31][CH:30]=[CH:29][C:28]=1[CH:33]([CH3:39])[CH2:34][S:35]([O:7][CH2:6][C@H:5]1[O:8][C@@H:1]([N:9]2[CH:17]=[C:15]([CH3:16])[C:13](=[O:14])[NH:12][C:10]2=[O:11])[CH2:2][C@@H:3]1[OH:4])(=[O:37])=[O:36])([O-:26])=[O:25]. Procedure: 242 mg thymidine (1 mmol, co-evaporated 3× each with 5 ml abs. pyridine) are dissolved in 2.5 ml abs. pyridine and cooled to -60° C. 396 mg 2-(2-nitrophenyl)propylsulfonyl chloride (1.5 mmol) in 2.5 ml abs. CH2Cl2 are added drop-wise to this within 10 Min. After stirring 4 h at a temperature between -60 and -30° C., the temperature is allowed to increase to -15° C. After a total of 61/4 h, the reaction is mixed with 15 ml H2O and CH2Cl2 respectively and the aqueous phase is extracted 4× each wit... Starting materials: C=C[Sn](CCCC)(CCCC)CCCC, CC(c1cc2cccc(Cl)c2nc1Cl)N1C(=O)c2ccccc2C1=O, C1COCCO1, c1ccc(P(c2ccccc2)(c2ccccc2)[Pd](P(c2ccccc2)(c2ccccc2)c2ccccc2)(P(c2ccccc2)(c2ccccc2)c2ccccc2)P(c2ccccc2)(c2ccccc2)c2ccccc2)cc1. Yields the product C=Cc1nc2c(Cl)cccc2cc1C(C)N1C(=O)c2ccccc2C1=O. RXN SMILES: [CH:26](=[CH2:27])[Sn:28]([CH2:29][CH2:30][CH2:31][CH3:32])([CH2:33][CH2:34][CH2:35][CH3:36])[CH2:37][CH2:38][CH2:39][CH3:40].[Cl:1][c:2]1[n:3][c:4]2[c:5]([Cl:25])[cH:6][cH:7][cH:8][c:9]2[cH:10][c:11]1[CH:12]([CH3:13])[N:14]1[C:15](=[O:24])[c:16]2[cH:17][cH:18][cH:19][cH:20][c:21]2[C:22]1=[O:23].[O:41]1[CH2:42][CH2:43][O:44][CH2:45][CH2:46]1.[cH:47]1[cH:48][cH:49][c:50]([P:51]([Pd:52]([P:53]([c:54]2[cH:55][cH:56][cH:57][cH:58][cH:59]2)([c:60]2[cH:61][cH:62][cH:63][cH:64][cH:65]2)[c:66]2[cH:67][cH:68][cH:69][cH:70][cH:71]2)([P:72]([c:73]2[cH:74][cH:75][cH:76][cH:77][cH:78]2)([c:79]2[cH:80][cH:81][cH:82][cH:83][cH:84]2)[c:85]2[cH:86][cH:87][cH:88][cH:89][cH:90]2)[P:91]([c:92]2[cH:93][cH:94][cH:95][cH:96][cH:97]2)([c:98]2[cH:99][cH:100][cH:101][cH:102][cH:103]2)[c:104]2[cH:105][cH:106][cH:107][cH:108][cH:109]2)([c:110]2[cH:111][cH:112][cH:113][cH:114][cH:115]2)[c:116]2[cH:117][cH:118][cH:119][cH:120][cH:121]2)[cH:122][cH:123]1>>[c:2]1([CH:26]=[CH2:27])[n:3][c:4]2[c:5]([Cl:25])[cH:6][cH:7][cH:8][c:9]2[cH:10][c:11]1[CH:12]([CH3:13])[N:14]1[C:15](=[O:24])[c:16]2[cH:17][cH:18][cH:19][cH:20][c:21]2[C:22]1=[O:23].